This data is from the Open Reaction Database (ORD), a public repository of structured organic reaction records. The task is: describe an organic reaction: reactants, conditions, products, and yield Starting materials: O=C(Cl)c1ccc(Cl)cc1, CCOC(=O)Cc1ccc(CCN)cc1, O, c1ccncc1. The product is CCOC(=O)Cc1ccc(CCNC(=O)c2ccc(Cl)cc2)cc1. Reaction SMILES: [Cl:1][C:2](=[O:3])[c:4]1[cH:5][cH:6][c:7]([Cl:8])[cH:9][cH:10]1.[NH2:11][CH2:12][CH2:13][c:14]1[cH:15][cH:16][c:17]([CH2:20][C:21](=[O:22])[O:23][CH2:24][CH3:25])[cH:18][cH:19]1.[OH2:26].[cH:27]1[cH:28][cH:29][n:30][cH:31][cH:32]1>>[C:2](=[O:3])([c:4]1[cH:5][cH:6][c:7]([Cl:8])[cH:9][cH:10]1)[NH:11][CH2:12][CH2:13][c:14]1[cH:15][cH:16][c:17]([CH2:20][C:21](=[O:22])[O:23][CH2:24][CH3:25])[cH:18][cH:19]1. Reactants: CCOC(C)=O, CCOC(=O)Cl, Nc1cccc(-c2n[nH]c(=O)c3ccccc23)c1, c1ccncc1. The product is CCOC(=O)Nc1cccc(-c2n[nH]c(=O)c3ccccc23)c1. RXN SMILES: [CH3:31][CH2:32][O:33][C:34](=[O:35])[CH3:36].[Cl:19][C:20](=[O:21])[O:22][CH2:23][CH3:24].[NH2:1][c:2]1[cH:3][c:4](-[c:8]2[n:9][nH:10][c:11](=[O:18])[c:12]3[cH:13][cH:14][cH:15][cH:16][c:17]23)[cH:5][cH:6][cH:7]1.[cH:25]1[cH:26][cH:27][n:28][cH:29][cH:30]1>>[NH:1]([c:2]1[cH:3][c:4](-[c:8]2[n:9][nH:10][c:11](=[O:18])[c:12]3[cH:13][cH:14][cH:15][cH:16][c:17]23)[cH:5][cH:6][cH:7]1)[C:20](=[O:21])[O:22][CH2:23][CH3:24]. Reactants: BrC=1C=C(C=NC1)[C@H](CC(=O)OC(C)(C)C)NC(=O)[C@H]1CN(CCC1)C(CCC1CCN(CC1)C(=O)OC(C)(C)C)=O (tert-butyl 4-[3-((3R)-3-{[(1S)-1-(5-bromopyridin-3-yl)-3-tert-butoxy-3-oxopropyl]carbamoyl}piperidin-1-yl)-3-oxopropyl]piperidine-1-carboxylate), C(#C)C1=CC(=CC=C1)OCCF (1-ethynyl-3-(2-fluoroethoxy)benzene). The reagents and catalysts are [Cu](I)I (copper iodide), [Pd].C1(=CC=CC=C1)P(C1=CC=CC=C1)C1=CC=CC=C1.C1(=CC=CC=C1)P(C1=CC=CC=C1)C1=CC=CC=C1.C1(=CC=CC=C1)P(C1=CC=CC=C1)C1=CC=CC=C1.C1(=CC=CC=C1)P(C1=CC=CC=C1)C1=CC=CC=C1 (tetrakis(triphenylphosphine) palladium(0)). The solvent is CS(=O)C (DMSO), CN(C)C=O (DMF), C(CCC)N (n-butyl amine), CN(C)C=O (DMF). Product: C(C)(C)(C)OC(C[C@@H](C=1C=NC=C(C1)C#CC1=CC(=CC=C1)OCCF)NC(=O)[C@H]1CN(CCC1)C(CCC1CCN(CC1)C(=O)OC(C)(C)C)=O)=O (tert-butyl 4-{3-[(3R)-3-{[(1S)-3-tert-butoxy-1-(5-{[3-(2-fluoroethoxy)phenyl]ethynyl}pyridin-3-yl)-3-oxopropyl]carbamoyl}piperidin-1-yl]-3-oxopropyl}piperidine-1-carboxylate). The yield is 39.5%. RXN SMILES: Br[C:2]1[CH:3]=[C:4]([C@@H:8]([NH:17][C:18]([C@@H:20]2[CH2:25][CH2:24][CH2:23][N:22]([C:26](=[O:42])[CH2:27][CH2:28][CH:29]3[CH2:34][CH2:33][N:32]([C:35]([O:37][C:38]([CH3:41])([CH3:40])[CH3:39])=[O:36])[CH2:31][CH2:30]3)[CH2:21]2)=[O:19])[CH2:9][C:10]([O:12][C:13]([CH3:16])([CH3:15])[CH3:14])=[O:11])[CH:5]=[N:6][CH:7]=1.[C:43]([C:45]1[CH:50]=[CH:49][CH:48]=[C:47]([O:51][CH2:52][CH2:53][F:54])[CH:46]=1)#[CH:44]>CN(C=O)C.C(N)CCC.CS(C)=O.[Cu](I)I.[Pd].C1(P(C2C=CC=CC=2)C2C=CC=CC=2)C=CC=CC=1.C1(P(C2C=CC=CC=2)C2C=CC=CC=2)C=CC=CC=1.C1(P(C2C=CC=CC=2)C2C=CC=CC=2)C=CC=CC=1.C1(P(C2C=CC=CC=2)C2C=CC=CC=2)C=CC=CC=1>[C:13]([O:12][C:10](=[O:11])[CH2:9][C@H:8]([NH:17][C:18]([C@@H:20]1[CH2:25][CH2:24][CH2:23][N:22]([C:26](=[O:42])[CH2:27][CH2:28][CH:29]2[CH2:34][CH2:33][N:32]([C:35]([O:37][C:38]([CH3:39])([CH3:40])[CH3:41])=[O:36])[CH2:31][CH2:30]2)[CH2:21]1)=[O:19])[C:4]1[CH:5]=[N:6][CH:7]=[C:2]([C:44]#[C:43][C:45]2[CH:50]=[CH:49][CH:48]=[C:47]([O:51][CH2:52][CH2:53][F:54])[CH:46]=2)[CH:3]=1)([CH3:14])([CH3:16])[CH3:15] |f:6.7.8.9.10|. Procedure details: To a degassed solution of tert-butyl 4-[3-((3R)-3-{[(1S)-1-(5-bromopyridin-3-yl)-3-tert-butoxy-3-oxopropyl]carbamoyl}piperidin-1-yl)-3-oxopropyl]piperidine-1-carboxylate (example 27c, 100 mg, 15 mmol), copper iodide (4.4 mg, 23 μmol) and tetrakis(triphenylphosphine) palladium(0) (18 mg, 15 μmol) in DMF (0.4 mL) and n-butyl amine (0.23 mL) was added a solution of 1-ethynyl-3-(2-fluoroethoxy)benzene (50 mg, 0.31 mmol) in DMF (0.6 mL) over 60 minutes at 100° C. After additional 20 minutes at 100° C... The reactants are BrC=1C=C(C=CC1C)C1=CC=C(C=C1)Cl (3-bromo-4′-chloro-4-methylbiphenyl), COC(COC(C#C)(C)C)=O ((1,1-dimethylprop-2-ynyloxy)acetic acid methyl ester). The reagents and catalysts are Cl[Pd]([P](C1=CC=CC=C1)(C2=CC=CC=C2)C3=CC=CC=C3)([P](C4=CC=CC=C4)(C5=CC=CC=C5)C6=CC=CC=C6)Cl (bis(triphenylphosphine)palladium(II) dichloride), [Cu]I (copper(I) iodide). Run in C(C)N(CC)CC (triethylamine). Conditions: temperature 80 celsius, time 1 hour. Yields the product COC(COC(C#CC=1C=C(C=CC1C)C1=CC=C(C=C1)Cl)(C)C)=O ([3-(4′-chloro-4-methylbiphenyl-3-yl)-1,1-dimethylprop-2-ynyloxy]acetic acid methyl ester). The yield is 42.0%. RXN SMILES: Br[C:2]1[CH:3]=[C:4]([C:9]2[CH:14]=[CH:13][C:12]([Cl:15])=[CH:11][CH:10]=2)[CH:5]=[CH:6][C:7]=1[CH3:8].[CH3:16][O:17][C:18](=[O:26])[CH2:19][O:20][C:21]([CH3:25])([CH3:24])[C:22]#[CH:23]>C(N(CC)CC)C.Cl[Pd](Cl)([P](C1C=CC=CC=1)(C1C=CC=CC=1)C1C=CC=CC=1)[P](C1C=CC=CC=1)(C1C=CC=CC=1)C1C=CC=CC=1.[Cu]I>[CH3:16][O:17][C:18](=[O:26])[CH2:19][O:20][C:21]([CH3:24])([CH3:25])[C:22]#[C:23][C:2]1[CH:3]=[C:4]([C:9]2[CH:14]=[CH:13][C:12]([Cl:15])=[CH:11][CH:10]=2)[CH:5]=[CH:6][C:7]=1[CH3:8] |^1:36,55|. Procedure: To a solution of 3-bromo-4′-chloro-4-methylbiphenyl (12.6 g, 44.7 mmol) and (1,1-dimethylprop-2-ynyloxy)acetic acid methyl ester (prepared according to WO2001/066544) (8.4 g, 53.8 mmol) in triethylamine (70 ml) is added bis(triphenylphosphine)palladium(II) dichloride (0.63 g, 0.9 mmol) and copper(I) iodide (0.34 g, 1.8 mmol). The reaction mixture is degassed and flushed with nitrogen (×3), then stirred under nitrogen at 80° C. for one hour. The cooled mixture is filtered through diatomaceous ear...